From a dataset of the Open Reaction Database (ORD), a public repository of structured organic reaction records. describe an organic reaction: reactants, conditions, products, and yield Reactants: Nc1cnc(OCC2CC2)c(-c2ccc(Cl)cc2)c1, O=C(O)c1cccnc1. Product: O=C(Nc1cnc(OCC2CC2)c(-c2ccc(Cl)cc2)c1)c1cccnc1. As a reaction SMILES: [Cl:1][c:2]1[cH:3][cH:4][c:5](-[c:8]2[cH:9][c:10]([NH2:19])[cH:11][n:12][c:13]2[O:14][CH2:15][CH:16]2[CH2:17][CH2:18]2)[cH:6][cH:7]1.[OH:20][C:21](=[O:22])[c:23]1[cH:24][cH:25][cH:26][n:27][cH:28]1>>[Cl:1][c:2]1[cH:3][cH:4][c:5](-[c:8]2[cH:9][c:10]([NH:19][C:21](=[O:20])[c:23]3[cH:24][cH:25][cH:26][n:27][cH:28]3)[cH:11][n:12][c:13]2[O:14][CH2:15][CH:16]2[CH2:17][CH2:18]2)[cH:6][cH:7]1. Starting materials: BrC=1SC2=C(N=C(N=C2Cl)SCC2=CC=CC=C2)N1 (2-Bromo-7-chloro-5-[(phenylmethyl)thio]thiazolo[4,5-d]pyrimidine), NCCC1=CC=C(C=C1)S(=O)(=O)N (4-(2-aminoethyl)benzenesulfonamide), C(C)N(C(C)C)C(C)C (N-ethyldiisopropylamine). Run in O1CCCC1 (tetrahydrofuran). Reaction conditions: time 16 hour. The product is ClC=1C2=C(N=C(N1)SCC1=CC=CC=C1)N=C(S2)NCCC2=CC=C(C=C2)S(=O)(=O)N (4-[2-[[7-Chloro-5-[(phenylmethyl)thio]thiazolo[4,5-d]pyrimidin-2-yl]amino]ethyl]-benzenesulfonamide). The yield is 78.4%. Reaction SMILES: Br[C:2]1[S:3][C:4]2[C:9]([Cl:10])=[N:8][C:7]([S:11][CH2:12][C:13]3[CH:18]=[CH:17][CH:16]=[CH:15][CH:14]=3)=[N:6][C:5]=2[N:19]=1.[NH2:20][CH2:21][CH2:22][C:23]1[CH:28]=[CH:27][C:26]([S:29]([NH2:32])(=[O:31])=[O:30])=[CH:25][CH:24]=1.C(N(C(C)C)C(C)C)C>O1CCCC1>[Cl:10][C:9]1[C:4]2[S:3][C:2]([NH:20][CH2:21][CH2:22][C:23]3[CH:24]=[CH:25][C:26]([S:29]([NH2:32])(=[O:30])=[O:31])=[CH:27][CH:28]=3)=[N:19][C:5]=2[N:6]=[C:7]([S:11][CH2:12][C:13]2[CH:18]=[CH:17][CH:16]=[CH:15][CH:14]=2)[N:8]=1. Procedure: A solution of the product from Example 219 (0.3 g) in tetrahydrofuran (2 ml) containing 4-(2-aminoethyl)benzenesulfonamide (0.161 g) and N-ethyldiisopropylamine (0.5 ml) was stirred for 16 hours. The mixture was evaporated to dryness then purified (SiO2, ethyl acetate:dichloromethane 4:6 as eluant) to give the title compound (310 mg). Starting materials: CC(C)(C)OO, C1CCOC1, CC(C)NC(C)C, Fc1ccc(Br)c(F)c1, [Li], O. Product: Oc1c(F)ccc(Br)c1F. As a reaction SMILES: [C:18]([CH3:20])([CH3:21])([O:22][OH:19])[CH3:23].[CH2:25]1[O:26][CH2:27][CH2:28][CH2:29]1.[CH:1]([NH:2][CH:3]([CH3:4])[CH3:5])([CH3:6])[CH3:7].[F:9][c:10]1[c:11]([Br:17])[cH:12][cH:13][c:14]([F:16])[cH:15]1.[Li:8].[OH2:24]>>[F:9][c:10]1[c:11]([Br:17])[cH:12][cH:13][c:14]([F:16])[c:15]1[OH:22]. Reactants: CN(C)CC1=CC=C(O1)CSCCN (2-[[[5-(Dimethylamino)methyl-2-furanyl]methyl]thio]ethanamine), CNC(=C[N+](=O)[O-])SC (N-methyl-1-(methylthio)-2-nitroetheneamine). The product is CN/C(=C\[N+](=O)[O-])/NCCSCC1=CC=C(O1)CN(C)C (ranitidine base). Yield: 90.6%. RXN SMILES: [CH3:1][N:2]([CH2:4][C:5]1[O:9][C:8]([CH2:10][S:11][CH2:12][CH2:13][NH2:14])=[CH:7][CH:6]=1)[CH3:3].[CH3:15][NH:16][C:17](SC)=[CH:18][N+:19]([O-:21])=[O:20]>>[CH3:15][NH:16]/[C:17](/[NH:14][CH2:13][CH2:12][S:11][CH2:10][C:8]1[O:9][C:5]([CH2:4][N:2]([CH3:1])[CH3:3])=[CH:6][CH:7]=1)=[CH:18]\[N+:19]([O-:21])=[O:20]. Reported procedure: The process of Example 1 was repeated at a commercial scale, using 2-[[[5-(Dimethylamino)methyl-2-furanyl]methyl]thio]ethanamine (35 kg) and N-methyl-1-(methylthio)-2-nitroetheneamine (28 kg) to give crude ranitidine base (46.5 kg), m.p. 68°-70° C.; purity--99.1% (HPLC). Starting materials: CN(C=O)C (N,N-Dimethylformamide), COC=1C=C2C(=CC=NC2=CC1O)OC=1C(=NC2=CC=CC=C2C1)C (6-Methoxy-4-(2-methyl-quinolin-3-yloxy)-quinolin-7-ol), COC=1C=C2C(=CC=NC2=CC1O)OC=1C(=NC2=CC=CC=C2C1)C (6-Methoxy-4-(2-methyl-quinolin-3-yloxy)-quinolin-7-ol), BrCC(=O)OCC (ethyl bromoacetate), C([O-])([O-])=O.[K+].[K+] (potassium carbonate). Solvent: O (Water). Reaction conditions: time 8 hour. Yields the product COC=1C=C2C(=CC=NC2=CC1OCC(=O)OCC)OC=1C(=NC2=CC=CC=C2C1)C (Ethyl [6-Methoxy-4-(2-methyl-quinolin-3-yloxy)-quinolin-7-yloxy]-acetate). Isolated yield 49.2%. Reaction SMILES: CN(C)C=O.[CH3:6][O:7][C:8]1[CH:9]=[C:10]2[C:15](=[CH:16][C:17]=1[OH:18])[N:14]=[CH:13][CH:12]=[C:11]2[O:19][C:20]1[C:21]([CH3:30])=[N:22][C:23]2[C:28]([CH:29]=1)=[CH:27][CH:26]=[CH:25][CH:24]=2.Br[CH2:32][C:33]([O:35][CH2:36][CH3:37])=[O:34].C(=O)([O-])[O-].[K+].[K+]>O>[CH3:6][O:7][C:8]1[CH:9]=[C:10]2[C:15](=[CH:16][C:17]=1[O:18][CH2:32][C:33]([O:35][CH2:36][CH3:37])=[O:34])[N:14]=[CH:13][CH:12]=[C:11]2[O:19][C:20]1[C:21]([CH3:30])=[N:22][C:23]2[C:28]([CH:29]=1)=[CH:27][CH:26]=[CH:25][CH:24]=2 |f:3.4.5|. Procedure: N,N-Dimethylformamide (1.5 ml) was added to 6-methoxy-4-(2-methyl-quinolin-3-yloxy)-quinolin-7-ol (compound 352) (50 mg), ethyl bromoacetate (75 mg), and potassium carbonate (62 mg), and the mixture was stirred at room temperature overnight. Water was added to the reaction solution, and the mixture was extracted with ethyl acetate. The ethyl acetate layer was washed with water and was then dried over anhydrous sodium sulfate. The solvent was removed by distillation under the reduced pressure, an... The reactants are [Si](C)(C)(C(C)(C)C)O[C@@H]1C[C@H](N(C1)C(=O)OC(C)(C)C)\C=C\C(=O)OCC (tert-butyl (2S,4R)-4-{[tert-butyl(dimethyl)silyl]oxy}-2-[(1E)-3-ethoxy-3-oxoprop-1-en-1-yl]pyrrolidine-1-carboxylate). Reagents/catalysts: [Pd] (Pd/C). The solvent is C(C)(=O)OCC (ethyl acetate). Run at time 2 hour. Product: [Si](C)(C)(C(C)(C)C)O[C@@H]1C[C@H](N(C1)C(=O)OC(C)(C)C)CCC(=O)OCC (tert-butyl (2R,4R)-4-{[tert-butyl(dimethyl)silyl]oxy}-2-(3-ethoxy-3-oxopropyl)pyrrolidine-1-carboxylate). Yield: 80136.6%. Reaction SMILES: [Si:1]([O:8][C@H:9]1[CH2:13][N:12]([C:14]([O:16][C:17]([CH3:20])([CH3:19])[CH3:18])=[O:15])[C@H:11](/[CH:21]=[CH:22]/[C:23]([O:25][CH2:26][CH3:27])=[O:24])[CH2:10]1)([C:4]([CH3:7])([CH3:6])[CH3:5])([CH3:3])[CH3:2]>C(OCC)(=O)C.[Pd]>[Si:1]([O:8][C@H:9]1[CH2:13][N:12]([C:14]([O:16][C:17]([CH3:18])([CH3:19])[CH3:20])=[O:15])[C@H:11]([CH2:21][CH2:22][C:23]([O:25][CH2:26][CH3:27])=[O:24])[CH2:10]1)([C:4]([CH3:7])([CH3:6])[CH3:5])([CH3:3])[CH3:2]. Reported procedure: A mixture of tert-butyl (2S,4R)-4-{[tert-butyl(dimethyl)silyl]oxy}-2-[(1E)-3-ethoxy-3-oxoprop-1-en-1-yl]pyrrolidine-1-carboxylate (35 g, 0.087 mmol)) and Pd/C (3.5 g) in ethyl acetate (400 ml) was hydrogenated under a pressure of 80 psi for 2 h. The reaction mixture was filtered off and filtrate concentrated under vacuum to give tert-butyl (2R,4R)-4-{[tert-butyl(dimethyl)silyl]oxy}-2-(3-ethoxy-3-oxopropyl)pyrrolidine-1-carboxylate (28 g) as a liquid. Yield: 80% The reactants are O (water), C(=O)(C(F)(F)F)O (TFA), C(C)OC(=O)C1=CN(C2=CC=CC=C12)CC(=O)OC(C)(C)C (1-tert-Butoxycarbonylmethyl-1H-indole-3-carboxylic acid ethyl ester). Run in C(Cl)Cl (CH2Cl2), C(Cl)Cl (CH2Cl2). The product is C(C)OC(=O)C1=CN(C2=CC=CC=C12)CC(=O)O (1-Carboxymethyl-1H-indole-3-carboxylic acid ethyl ester). Reaction SMILES: [CH2:1]([O:3][C:4]([C:6]1[C:14]2[C:9](=[CH:10][CH:11]=[CH:12][CH:13]=2)[N:8]([CH2:15][C:16]([O:18]C(C)(C)C)=[O:17])[CH:7]=1)=[O:5])[CH3:2].C(O)(C(F)(F)F)=O.O>C(Cl)Cl>[CH2:1]([O:3][C:4]([C:6]1[C:14]2[C:9](=[CH:10][CH:11]=[CH:12][CH:13]=2)[N:8]([CH2:15][C:16]([OH:18])=[O:17])[CH:7]=1)=[O:5])[CH3:2]. Procedure details: 1-tert-Butoxycarbonylmethyl-1H-indole-3-carboxylic acid ethyl ester (700 mg, 2.31 mmol) was dissolved in CH2Cl2 (12 mL), TFA (2.65 mL, 34.6 mmol) was added and the solution was stirred at RT over week end. CH2Cl2 and water were added, the layers were separated and the aqueous one re-extracted with CH2Cl2 (2×). The combined organic layers were dried with Na2SO4, filtered and concentrated to give the desired compound. TLC, Rf (EtOAc)=0.62; MS (LC/MS): 248.1 [M+H]+, 246.0 [M−H]−; tR (HPLC condition... The reactants are ClC1=NC=CC=2C(=CC=CC12)S(=O)(=O)N1CCC(CC1)O (1-(1-chloro-5-isoquinolinesulfonyl)-4-hydroxypiperidine), C1(=CC=C(C=C1)S(=O)(=O)Cl)C (p-toluenesulfonyl chloride), ice water. The solvent is N1=CC=CC=C1 (pyridine). Reaction conditions: time 24 hour. Product: ClC1=NC=CC=2C(=CC=CC12)S(=O)(=O)N1CCC(CC1)OS(=O)(=O)C1=CC=C(C=C1)C (1-(1-chloro-5-isoquinolinesulfonyl)-4-p-toluenesulfonyloxypiperidine). As a reaction SMILES: [Cl:1][C:2]1[C:11]2[CH:10]=[CH:9][CH:8]=[C:7]([S:12]([N:15]3[CH2:20][CH2:19][CH:18]([OH:21])[CH2:17][CH2:16]3)(=[O:14])=[O:13])[C:6]=2[CH:5]=[CH:4][N:3]=1.[C:22]1([CH3:32])[CH:27]=[CH:26][C:25]([S:28](Cl)(=[O:30])=[O:29])=[CH:24][CH:23]=1>N1C=CC=CC=1>[Cl:1][C:2]1[C:11]2[CH:10]=[CH:9][CH:8]=[C:7]([S:12]([N:15]3[CH2:16][CH2:17][CH:18]([O:21][S:28]([C:25]4[CH:26]=[CH:27][C:22]([CH3:32])=[CH:23][CH:24]=4)(=[O:30])=[O:29])[CH2:19][CH2:20]3)(=[O:14])=[O:13])[C:6]=2[CH:5]=[CH:4][N:3]=1. Procedure: To 40 ml of pyridine were added 3.11 g of the thus obtained 1-(1-chloro-5-isoquinolinesulfonyl)-4-hydroxypiperidine and 3.81 g of p-toluenesulfonyl chloride. The resulting mixture was stirred at a temperature of 15° C. to 20° C. for 24 hours. To the reaction mixture was added 100 g of ice water, followed by extraction twice with 100 ml each of dichloromethane. The dichloromethane layer was dried with anhydrous magnesium sulfate and the dichloromethane was removed under reduced pressure to obtain... Reactants: OCCOC1=CC=C(C(=O)O)C=C1 (4-(2-hydroxyethoxy)benzoic acid), C(C(=C)C)(=O)OC (methyl methacrylate), S(=O)(Cl)Cl (thionyl chloride). Product: C(C(=C)C)(=O)OCCOC1=CC=C(C(=O)Cl)C=C1 (4-(2-methacryloyloxyethoxy)benzoyl chloride). RXN SMILES: [OH:1][CH2:2][CH2:3][O:4][C:5]1[CH:13]=[CH:12][C:8]([C:9]([OH:11])=O)=[CH:7][CH:6]=1.[C:14]([O:19]C)(=O)[C:15]([CH3:17])=[CH2:16].S(Cl)([Cl:23])=O>>[C:14]([O:1][CH2:2][CH2:3][O:4][C:5]1[CH:6]=[CH:7][C:8]([C:9]([Cl:23])=[O:11])=[CH:12][CH:13]=1)(=[O:19])[C:15]([CH3:17])=[CH2:16]. Procedure details: This compound was synthesized by the reaction of 4-(2-hydroxyethoxy)benzoic acid, methyl methacrylate and thionyl chloride in the same manner as in Example 6-(1).